The task is: describe an organic reaction: reactants, conditions, products, and yield. This data is from the Open Reaction Database (ORD), a public repository of structured organic reaction records. Reactants: O=C1CCCN1c1ccc(Br)cc1, CC(=O)[O-], Cl, [K+], O=C(NC1CN2CCC1CC2)c1cc2cccc(Br)c2o1, [Na+], [Na+], O=C([O-])[O-], CN(C)C=O. Yields the product Cl, O=C(NC1CN2CCC1CC2)c1cc2cccc(-c3ccc(N4CCCC4=O)cc3)c2o1. RXN SMILES: [Br:1][c:2]1[cH:3][cH:4][c:5]([N:8]2[C:9](=[O:13])[CH2:10][CH2:11][CH2:12]2)[cH:6][cH:7]1.[CH3:15][C:16](=[O:17])[O-:18].[ClH:19].[K+:14].[N:20]12[CH2:21][CH:22]([NH:28][C:29](=[O:30])[c:31]3[o:32][c:33]4[c:34]([cH:35]3)[cH:36][cH:37][cH:38][c:39]4[Br:40])[CH:23]([CH2:24][CH2:25]1)[CH2:26][CH2:27]2.[Na+:41].[Na+:42].[O-:43][C:44](=[O:45])[O-:46].[O:47]=[CH:48][N:49]([CH3:50])[CH3:51]>>[ClH:19].[c:2]1(-[c:39]2[c:33]3[o:32][c:31]([C:29]([NH:28][CH:22]4[CH2:21][N:20]5[CH2:25][CH2:24][CH:23]4[CH2:26][CH2:27]5)=[O:30])[cH:35][c:34]3[cH:36][cH:37][cH:38]2)[cH:3][cH:4][c:5]([N:8]2[C:9](=[O:13])[CH2:10][CH2:11][CH2:12]2)[cH:6][cH:7]1.